From a dataset of the Open Reaction Database (ORD), a public repository of structured organic reaction records. describe an organic reaction: reactants, conditions, products, and yield Starting materials: esters, N[C@@H](C)C(=O)O (Ala), N[C@@H](CC1=CNC2=CC=CC=C12)C(=O)O (Trp), NCC(=O)O (Gly), N[C@@H](C(C)C)C(=O)O (Val), N[C@@H]([C@@H](C)CC)C(=O)O (Ile). Yields the product N[C@@H](CCC(OC(C)(C)C)=O)C(=O)O (Glu(tBu)). Reaction SMILES: [NH2:1][C@H:2]([C:4]([OH:6])=[O:5])[CH3:3].N[C@H:8]([C:19]([OH:21])=[O:20])CC1C2C(=CC=CC=2)NC=1.NCC(O)=O.N[C@H:28](C(O)=O)[CH:29]([CH3:31])[CH3:30].N[C@H](C(O)=O)[C@H](CC)C>>[NH2:1][C@H:2]([C:4]([OH:6])=[O:5])[CH2:3][CH2:8][C:19](=[O:20])[O:21][C:29]([CH3:31])([CH3:30])[CH3:28]. Procedure details: The inability to crystallize some of the above-mentioned derivatives led to the preparation of corresponding 3,4-dihydro-4-oxo-1,2,3-benzotriazine-3-yl (ODhbt) esters. The Ddz-Xxx-ODhbt esters of Ala, Pro, and Trp were easily prepared as crystalline solids, followed by Gly, Val, and Ile. In addition, the ODhbt esters of Ser and Thr were crystallized upon preparation, whereas Leu, Met, Phe, Cys(Stbu), Asp(tBu), and Glu(tBu) were obtained as foams. Ddz-Arg-(Pmc)Dhbt was isolated in about 92% purit...